From a dataset of the Open Reaction Database (ORD), a public repository of structured organic reaction records. describe an organic reaction: reactants, conditions, products, and yield Reactants: CC(C)(C)OC(=O)NC1(C(=O)NC(C#N)Cc2ccc(-c3ccc(C(F)(F)F)cc3)cc2)CCOCC1, O=CO. Yields the product N#CC(Cc1ccc(-c2ccc(C(F)(F)F)cc2)cc1)NC(=O)C1(N)CCOCC1. As a reaction SMILES: [C:1](#[N:2])[CH:3]([CH2:4][c:5]1[cH:6][cH:7][c:8](-[c:11]2[cH:12][cH:13][c:14]([C:17]([F:18])([F:19])[F:20])[cH:15][cH:16]2)[cH:9][cH:10]1)[NH:21][C:22](=[O:23])[C:24]1([NH:30][C:31](=[O:32])[O:33][C:34]([CH3:35])([CH3:36])[CH3:37])[CH2:25][CH2:26][O:27][CH2:28][CH2:29]1.[CH:38]([OH:39])=[O:40]>>[C:1](#[N:2])[CH:3]([CH2:4][c:5]1[cH:6][cH:7][c:8](-[c:11]2[cH:12][cH:13][c:14]([C:17]([F:18])([F:19])[F:20])[cH:15][cH:16]2)[cH:9][cH:10]1)[NH:21][C:22](=[O:23])[C:24]1([NH2:30])[CH2:25][CH2:26][O:27][CH2:28][CH2:29]1. Reactants: Cc1nc2sc3ccccc3n2c(=O)c1-c1ccc(C(F)(F)F)cc1, COCCOc1c(C=O)cccc1OC, CC[O-], CCO, [Na+]. Product: COCCOc1c(C=Cc2nc3sc4ccccc4n3c(=O)c2-c2ccc(C(F)(F)F)cc2)cccc1OC. RXN SMILES: [CH3:1][c:2]1[n:3][c:4]2[s:5][c:6]3[c:7]([n:8]2[c:9](=[O:21])[c:10]1-[c:11]1[cH:12][cH:13][c:14]([C:17]([F:18])([F:19])[F:20])[cH:15][cH:16]1)[cH:22][cH:23][cH:24][cH:25]3.[CH3:26][O:27][CH2:28][CH2:29][O:30][c:31]1[c:32]([CH:33]=[O:34])[cH:35][cH:36][cH:37][c:38]1[O:39][CH3:40].[CH3:42][CH2:43][O-:44].[CH3:45][CH2:46][OH:47].[Na+:41]>>[CH:1]([c:2]1[n:3][c:4]2[s:5][c:6]3[c:7]([n:8]2[c:9](=[O:21])[c:10]1-[c:11]1[cH:12][cH:13][c:14]([C:17]([F:18])([F:19])[F:20])[cH:15][cH:16]1)[cH:22][cH:23][cH:24][cH:25]3)=[CH:33][c:32]1[c:31]([O:30][CH2:29][CH2:28][O:27][CH3:26])[c:38]([O:39][CH3:40])[cH:37][cH:36][cH:35]1. Reactants: BrC1=CC(=C(C=C1)N1CCN(CC1)CCCC)C1CCC(CC1)(C)C (1-[4-bromo-2-(4,4-dimethylcyclohexyl)phenyl]-4-butylpiperazine), Cl.CO[C@H]1CNCCC1 ((R)-3-methoxypiperidine hydrochloride), P(=O)([O-])([O-])[O-].[K+].[K+].[K+] (tripotassium phosphate), F[B-](F)(F)F.C(C)(C)(C)[PH+](C(C)(C)C)C(C)(C)C (tri-t-butylphosphonium tetrafluoroborate). Reagents/catalysts: C(C)(=O)[O-].[Pd+2].C(C)(=O)[O-] (palladium(II) acetate). Run in C=1(C(=CC=CC1)C)C (xylene). Run at temperature 100 celsius, time 30 minute. The product is C(CCC)N1CCN(CC1)C1=C(C=C(C=C1)N1C[C@@H](CCC1)OC)C1CCC(CC1)(C)C ((R)-1-butyl-4-[2-(4,4-dimethylcyclohexyl)-4-(3-methoxypiperidin-1-yl)phenyl]piperazine). Yield: 59.2%. As a reaction SMILES: Br[C:2]1[CH:7]=[CH:6][C:5]([N:8]2[CH2:13][CH2:12][N:11]([CH2:14][CH2:15][CH2:16][CH3:17])[CH2:10][CH2:9]2)=[C:4]([CH:18]2[CH2:23][CH2:22][C:21]([CH3:25])([CH3:24])[CH2:20][CH2:19]2)[CH:3]=1.Cl.[CH3:27][O:28][C@@H:29]1[CH2:34][CH2:33][CH2:32][NH:31][CH2:30]1.P([O-])([O-])([O-])=O.[K+].[K+].[K+].F[B-](F)(F)F.C([PH+](C(C)(C)C)C(C)(C)C)(C)(C)C>C([O-])(=O)C.[Pd+2].C([O-])(=O)C.C1(C)C(C)=CC=CC=1>[CH2:14]([N:11]1[CH2:12][CH2:13][N:8]([C:5]2[CH:6]=[CH:7][C:2]([N:31]3[CH2:32][CH2:33][CH2:34][C@@H:29]([O:28][CH3:27])[CH2:30]3)=[CH:3][C:4]=2[CH:18]2[CH2:23][CH2:22][C:21]([CH3:25])([CH3:24])[CH2:20][CH2:19]2)[CH2:9][CH2:10]1)[CH2:15][CH2:16][CH3:17] |f:1.2,3.4.5.6,7.8,9.10.11|. Procedure: A mixture of 1-[4-bromo-2-(4,4-dimethylcyclohexyl)phenyl]-4-butylpiperazine (37.4 mg, 0.0918 mmol) produced in Example (21c), (R)-3-methoxypiperidine hydrochloride (16.7 mg, 0.110 mmol) produced in Example (49a), tripotassium phosphate (170 mg, 0.801 mmol), palladium(II) acetate (8.2 mg, 0.0365 mmol), tri-t-butylphosphonium tetrafluoroborate (32 mg, 0.110 mmol) and xylene (1.5 mL) was stirred for 4 hours and 30 minutes at an external temperature of 100° C. under a nitrogen atmosphere. The mixtur... Starting materials: B, Cc1cc(C(=O)O)c(C)s1, Cl, C1CCOC1, C1CCOC1. The product is Cc1cc(C=O)c(C)s1. Reaction SMILES: [BH3:16].[CH3:1][c:2]1[s:3][c:4]([CH3:10])[cH:5][c:6]1[C:7](=[O:8])[OH:9].[ClH:17].[O:11]1[CH2:12][CH2:13][CH2:14][CH2:15]1.[O:18]1[CH2:19][CH2:20][CH2:21][CH2:22]1>>[CH3:1][c:2]1[s:3][c:4]([CH3:10])[cH:5][c:6]1[CH:7]=[O:8]. The reactants are OBO, Cc1ccccc1, CCO, O=Cc1ccccc1, Clc1cnc(Cl)nc1. Product: O=Cc1ccc(-c2ncc(Cl)cn2)cc1. As a reaction SMILES: [BH:1]([OH:2])[OH:3].[CH3:20][c:21]1[cH:22][cH:23][cH:24][cH:25][cH:26]1.[CH3:27][CH2:28][OH:29].[CH:4](=[O:5])[c:6]1[cH:7][cH:8][cH:9][cH:10][cH:11]1.[Cl:12][c:13]1[n:14][cH:15][c:16]([Cl:19])[cH:17][n:18]1>>[CH:4](=[O:5])[c:6]1[cH:7][cH:8][c:9](-[c:13]2[n:14][cH:15][c:16]([Cl:19])[cH:17][n:18]2)[cH:10][cH:11]1.